From a dataset of the Open Reaction Database (ORD), a public repository of structured organic reaction records. describe an organic reaction: reactants, conditions, products, and yield Reactants: C1CCOC1, COC(=O)c1ccc(N2CCOCC2)cc1, Cl, [Li+], [OH-], O, O. Product: O=C(O)c1ccc(N2CCOCC2)cc1. As a reaction SMILES: [CH2:21]1[O:22][CH2:23][CH2:24][CH2:25]1.[CH3:3][O:4][C:5]([c:6]1[cH:7][cH:8][c:9]([N:12]2[CH2:13][CH2:14][O:15][CH2:16][CH2:17]2)[cH:10][cH:11]1)=[O:18].[ClH:20].[Li+:2].[OH-:1].[OH2:19].[OH2:26]>>[O:4]=[C:5]([c:6]1[cH:7][cH:8][c:9]([N:12]2[CH2:13][CH2:14][O:15][CH2:16][CH2:17]2)[cH:10][cH:11]1)[OH:18]. The reactants are O(C1=CC=CC=C1)C1=CC=C(C=N1)CO ((6-phenoxypyridin-3-yl)methanol), C(Br)(Br)(Br)Br (CBr4), C1=CC=C(C=C1)P(C2=CC=CC=C2)C3=CC=CC=C3 (PPh3). The solvent is C(Cl)Cl (DCM). Conditions: time 15 hour. The product is BrCC=1C=CC(=NC1)OC1=CC=CC=C1 (5-(bromomethyl)-2-phenoxypyridine). RXN SMILES: [O:1]([C:8]1[N:13]=[CH:12][C:11]([CH2:14]O)=[CH:10][CH:9]=1)[C:2]1[CH:7]=[CH:6][CH:5]=[CH:4][CH:3]=1.C(Br)(Br)(Br)[Br:17].C1C=CC(P(C2C=CC=CC=2)C2C=CC=CC=2)=CC=1>C(Cl)Cl>[Br:17][CH2:14][C:11]1[CH:10]=[CH:9][C:8]([O:1][C:2]2[CH:7]=[CH:6][CH:5]=[CH:4][CH:3]=2)=[N:13][CH:12]=1. Reported procedure: A solution of commercially available (6-phenoxypyridin-3-yl)methanol (150 mg; 0.74 mmol) in anh. DCM (6 ml) was treated at rt with CBr4 (247 mg; 0.74 mmol), and with PPh3 (195 mg; 0.74 mmol). The resulting mixture was further stirred at rt, under nitrogen, for 15 h. Concentration to dryness under reduced pressure, and subsequent purification by FC (DCM) afforded 5-(bromomethyl)-2-phenoxypyridine as a pale yellow oil which was directly used for the next reaction. LC-MS (conditions A): tR=0.84 min...